From a dataset of the Open Reaction Database (ORD), a public repository of structured organic reaction records. describe an organic reaction: reactants, conditions, products, and yield The reactants are COC(=O)c1cc(I)cc(-c2ccc(C)cn2)c1, CS(C)=O, CC(C)c1ncc[nH]1, [Cu]I, [K+], [K+], O=C([O-])[O-], O. Yields the product COC(=O)c1cc(-c2ccc(C)cn2)cc(-n2ccnc2C(C)C)c1. RXN SMILES: [CH3:1][O:2][C:3]([c:4]1[cH:5][c:6]([I:17])[cH:7][c:8](-[c:10]2[n:11][cH:12][c:13]([CH3:16])[cH:14][cH:15]2)[cH:9]1)=[O:18].[CH3:33][S:34]([CH3:35])=[O:36].[CH:19]([CH3:20])([CH3:21])[c:22]1[nH:23][cH:24][cH:25][n:26]1.[Cu:38][I:39].[K+:27].[K+:28].[O-:29][C:30]([O-:31])=[O:32].[OH2:37]>>[CH3:1][O:2][C:3]([c:4]1[cH:5][c:6](-[n:23]2[c:22]([CH:19]([CH3:20])[CH3:21])[n:26][cH:25][cH:24]2)[cH:7][c:8](-[c:10]2[n:11][cH:12][c:13]([CH3:16])[cH:14][cH:15]2)[cH:9]1)=[O:18]. The reactants are CC(C)=O, COc1ccc(C(=O)Cc2c(Cl)cncc2Cl)c2cc(C(O)c3ccccc3)oc12, [K+], [OH-]. Product: COc1ccc(C(=O)Cc2c(Cl)cncc2Cl)c2cc(C(=O)c3ccccc3)oc12. RXN SMILES: [CH3:33][C:34](=[O:35])[CH3:36].[Cl:1][c:2]1[cH:3][n:4][cH:5][c:6]([Cl:30])[c:7]1[CH2:8][C:9](=[O:10])[c:11]1[cH:12][cH:13][c:14]([O:28][CH3:29])[c:15]2[c:16]1[cH:17][c:18]([CH:20]([c:21]1[cH:22][cH:23][cH:24][cH:25][cH:26]1)[OH:27])[o:19]2.[K+:32].[OH-:31]>>[Cl:1][c:2]1[cH:3][n:4][cH:5][c:6]([Cl:30])[c:7]1[CH2:8][C:9](=[O:10])[c:11]1[cH:12][cH:13][c:14]([O:28][CH3:29])[c:15]2[c:16]1[cH:17][c:18]([C:20]([c:21]1[cH:22][cH:23][cH:24][cH:25][cH:26]1)=[O:27])[o:19]2. The reactants are C(C)(C)(C)OC(NC(C(N(C)OC)=O)C1=CC(=C(C=C1)Cl)Cl)=O (rac-[(3,4-dichloro-phenyl)-(methoxy-methyl-carbamoyl)-methyl]-carbamic acid tert-butyl ester), C(C)(C)(C)OC(NC(C(N(C)OC)=O)C1=CC(=C(C=C1)Cl)Cl)=O (rac-[(3,4-dichloro-phenyl)-(methoxy-methyl-carbamoyl)-methyl]-carbamic acid tert-butyl ester), BrC1=CC(=C(C=C1)I)OC (4-bromo-1-iodo-2-methoxy-benzene). Yields the product C(C)(C)(C)OC(NC(C(=O)C1=C(C=C(C=C1)Br)OC)C1=CC(=C(C=C1)Cl)Cl)=O (rac-[2-(4-Bromo-2-methoxy-phenyl)-1-(3,4-dichloro-phenyl)-2-oxo-ethyl]-carbamic acid tert-butyl ester). RXN SMILES: [C:1]([O:5][C:6](=[O:23])[NH:7][CH:8]([C:15]1[CH:20]=[CH:19][C:18]([Cl:21])=[C:17]([Cl:22])[CH:16]=1)[C:9](=[O:14])N(OC)C)([CH3:4])([CH3:3])[CH3:2].[Br:24][C:25]1[CH:30]=[CH:29][C:28](I)=[C:27]([O:32][CH3:33])[CH:26]=1>>[C:1]([O:5][C:6](=[O:23])[NH:7][CH:8]([C:15]1[CH:20]=[CH:19][C:18]([Cl:21])=[C:17]([Cl:22])[CH:16]=1)[C:9]([C:28]1[CH:29]=[CH:30][C:25]([Br:24])=[CH:26][C:27]=1[O:32][CH3:33])=[O:14])([CH3:2])([CH3:3])[CH3:4]. Procedure: The title compound was prepared from rac-[(3,4-dichloro-phenyl)-(methoxy-methyl-carbamoyl)-methyl]-carbamic acid tert-butyl ester (Intermediate 9) and 4-bromo-1-iodo-2-methoxy-benzene in analogy to Example 1a): MS (ISP): 490.0 (M+H)+ and 390.0 ((M-Boc)+H)+ (100%). Starting materials: ClC=1C=CC=2SCC(NC2N1)=O (6-chloro-2H-pyrido[3,2-b][1,4]thiazin-3(4H)-one), C(=O)([O-])[O-].[Cs+].[Cs+] (Cs2CO3), C(C1=CC=C(OC)C=C1)Cl (PMB-Cl). Solvent: CN(C)C=O (DMF). Reaction conditions: time 4 hour. Yields the product ClC=1C=CC=2SCC(N(C2N1)CC1=CC=C(C=C1)OC)=O (6-chloro-4-(4-methoxybenzyl)-2H-pyrido[3,2-b][1,4]thiazin-3 (4H)-one), solid. Yield: 93.0%. Reaction SMILES: [Cl:1][C:2]1[CH:3]=[CH:4][C:5]2[S:6][CH2:7][C:8](=[O:12])[NH:9][C:10]=2[N:11]=1.C([O-])([O-])=O.[Cs+].[Cs+].[CH2:19](Cl)[C:20]1[CH:27]=[CH:26][C:23]([O:24][CH3:25])=[CH:22][CH:21]=1>CN(C=O)C>[Cl:1][C:2]1[CH:3]=[CH:4][C:5]2[S:6][CH2:7][C:8](=[O:12])[N:9]([CH2:19][C:20]3[CH:27]=[CH:26][C:23]([O:24][CH3:25])=[CH:22][CH:21]=3)[C:10]=2[N:11]=1 |f:1.2.3|. Procedure: A suspension of 6-chloro-2H-pyrido[3,2-b][1,4]thiazin-3(4H)-one (prepared as described in WO 2010/041194, 0.8 g, 3.99 mmol), Cs2CO3 (1.56 g, 4.78 mmol) and PMB-Cl (0.61 mL, 4.39 mmol) in DMF (8 mL) was stirred at rt for 4 h. The solvent was evaporated to dryness and the residue was partitioned between EA (20 mL) and water (25 mL). The aq. layer was extracted once with EA (15 mL) and the combined org. layers were washed with brine (20 mL), dried over Na2SO4 and concentrated to dryness. The residu... Reactants: C(C)(C)(C)OC(NC(C(C)C)C(=O)N1C(CCC1)CC1=C2N(C=3C=C(C=CC13)F)CCN1C2=C(C2=CC=C(C=C12)F)CC1N(CCC1)C(C(C(C)C)NC(=O)OC(C)(C)C)=O)=O ([1-(2-{14-[1-(2-tert-Butoxycarbonylamino-3-methyl-butyryl)-pyrrolidin-2-ylmethyl]-3,10-difluoro-6,7-dihydro-pyrazino[1,2-a;4,3-a′]diindol-13-ylmethyl}-pyrrolidine-1-carbonyl)-2-methyl-propyl]-carbamic acid tert-butyl ester), C(=O)(C(F)(F)F)O (TFA). Run in C(Cl)Cl (DCM). Run at temperature 0 celsius. Yields the product NC(C(=O)N1C(CCC1)CC1=C2N(C=3C=C(C=CC13)F)CCN1C2=C(C2=CC=C(C=C12)F)CC1N(CCC1)C(C(C(C)C)N)=O)C(C)C (2-Amino-1-(2-{14-[1-(2-amino-3-methyl-butyryl)-pyrrolidin-2-ylmethyl]-3,10-difluoro-6,7-dihydro-pyrazino[1,2-a;4,3-a′]diindol-13-ylmethyl}-pyrrolidin-1-yl)-3-methyl-butan-1-one). RXN SMILES: C(OC(=O)[NH:7][CH:8]([C:12]([N:14]1[CH2:18][CH2:17][CH2:16][CH:15]1[CH2:19][C:20]1[C:28]2[CH:27]=[CH:26][C:25]([F:29])=[CH:24][C:23]=2[N:22]2[CH2:30][CH2:31][N:32]3[C:40]4[C:35](=[CH:36][CH:37]=[C:38]([F:41])[CH:39]=4)[C:34]([CH2:42][CH:43]4[CH2:47][CH2:46][CH2:45][N:44]4[C:48](=[O:61])[CH:49]([NH:53]C(OC(C)(C)C)=O)[CH:50]([CH3:52])[CH3:51])=[C:33]3[C:21]=12)=[O:13])[CH:9]([CH3:11])[CH3:10])(C)(C)C.C(O)(C(F)(F)F)=O>C(Cl)Cl>[NH2:7][CH:8]([CH:9]([CH3:11])[CH3:10])[C:12]([N:14]1[CH2:18][CH2:17][CH2:16][CH:15]1[CH2:19][C:20]1[C:28]2[CH:27]=[CH:26][C:25]([F:29])=[CH:24][C:23]=2[N:22]2[CH2:30][CH2:31][N:32]3[C:40]4[C:35](=[CH:36][CH:37]=[C:38]([F:41])[CH:39]=4)[C:34]([CH2:42][CH:43]4[CH2:47][CH2:46][CH2:45][N:44]4[C:48](=[O:61])[CH:49]([NH2:53])[CH:50]([CH3:52])[CH3:51])=[C:33]3[C:21]=12)=[O:13]. Procedure: A solution containing 30 (1.09 g, 1.27 mmol) in DCM (20 mL) was cooled to 0° C. TFA (4 mL) was added via pipette and the reaction was monitored until TLC analysis revealed complete consumption of 30 (˜2 h). TLC analysis, 10% MeOH/DCM, Rf(30)=0.5; Rf(31)=0.4. The solvent was removed on a rotary evaporator and the residue was dissolved in EtOAc. The EtOAc solution was washed twice with saturated aqueous NaHCO3 and once with brine. The combined aqueous washes were back-extracted with EtOAc and the ... Reactants: S(=O)(Cl)Cl (thionyl chloride), C1(CCCCC1)C(O)C1=C(SC(=C1)C)C (cyclohexyl(2,5-dimethylthiophen-3-yl)methanol), C(O)([O-])=O.[Na+] (sodium hydrogen carbonate). The solvent is C1(=CC=CC=C1)C (toluene). Conditions: time 6 hour. Product: ClC(C1=C(SC(=C1)C)C)C1CCCCC1 (3-[chloro(cyclohexyl)methyl]-2,5-dimethylthiophene). Yield: 94.0%. As a reaction SMILES: [CH:1]1([CH:7]([C:9]2[CH:13]=[C:12]([CH3:14])[S:11][C:10]=2[CH3:15])O)[CH2:6][CH2:5][CH2:4][CH2:3][CH2:2]1.S(Cl)([Cl:18])=O.C(=O)([O-])O.[Na+]>C1(C)C=CC=CC=1>[Cl:18][CH:7]([CH:1]1[CH2:6][CH2:5][CH2:4][CH2:3][CH2:2]1)[C:9]1[CH:13]=[C:12]([CH3:14])[S:11][C:10]=1[CH3:15] |f:2.3|. Reported procedure: To a solution of cyclohexyl(2,5-dimethylthiophen-3-yl)methanol (643 mg) synthesized above in toluene (10 mL) was added thionyl chloride (314 μL), and the mixture was stirred at room temperature for 6 hr. The reaction mixture was poured into ice-cooled saturated aqueous sodium hydrogen carbonate solution, and the mixture was extracted with ethyl acetate. The extract was washed with saturated brine, dried over magnesium sulfate and concentrated under reduced pressure to give the title compound (65... The reactants are solution, C(=O)(OCC1=CC=CC=C1)NC1=CC(=C(C=C1)N1CC(C1)O[Si](C)(C)C(C)(C)C)F (N-(carbobenzyloxy)-4-[3-[(tert-butyldimethylsilyl)oxy]-1-azetidinyl]-3-fluoroaniline), C(CCC)(=O)OC[C@H]1CO1 ((R)-glycidyl butyrate). Solvent: hexanes, O1CCCC1 (tetrahydrofuran). Conditions: temperature -78 celsius, time 15 minute. Yields the product [Si](C)(C)(C(C)(C)C)OC1CN(C1)C1=C(C=C(C=C1)N1C(O[C@H](C1)CO)=O)F ((R)-[3-[4-[3-[(tert-butyldimethylsilyl)oxy]1-azetidinyl]-3-fluorophenyl]-2oxo-5-oxazolidinyl]methanol). Isolated yield 75.3%. As a reaction SMILES: [C:1]([NH:11][C:12]1[CH:17]=[CH:16][C:15]([N:18]2[CH2:21][CH:20]([O:22][Si:23]([C:26]([CH3:29])([CH3:28])[CH3:27])([CH3:25])[CH3:24])[CH2:19]2)=[C:14]([F:30])[CH:13]=1)([O:3]CC1C=CC=CC=1)=[O:2].[C:31](OC[C@@H]1OC1)(=[O:35])[CH2:32][CH2:33]C>O1CCCC1>[Si:23]([O:22][CH:20]1[CH2:19][N:18]([C:15]2[CH:16]=[CH:17][C:12]([N:11]3[CH2:33][C@H:32]([CH2:31][OH:35])[O:3][C:1]3=[O:2])=[CH:13][C:14]=2[F:30])[CH2:21]1)([C:26]([CH3:27])([CH3:29])[CH3:28])([CH3:25])[CH3:24]. Procedure details: A solution of N-(carbobenzyloxy)-4-[3-[(tert-butyldimethylsilyl)oxy]-1-azetidinyl]-3-fluoroaniline (6.30 g, 14.7 mmol) in dry tetrahydrofuran (100 mL) under a nitrogen atmosphere was cooled to -78° C. and treated with n-butylithium (9.16 mL of a 1.6M solution in hexanes, 14.7 mmol). When the addition was complete, the reaction mixture was stirred at -78° C. for 15 min and then treated with (R)-glycidyl butyrate (2.21 mL, 14.7 mmol). After completion of the addition, the cooling bath was removed ... Reactants: FC1=C(C=C(C=C1)O)C1=CC(=NC=C1)[C@@H]1N[C@]2(CC1)C(N(CC2)C)=O ((2R,5S)-2-[4-(2-fluoro-5-hydroxy-phenyl)-2-pyridyl]-7-methyl-1,7-diazaspiro[4.4]nonan-6-one), C1(=CC=CC=C1)P(C1=CC=CC=C1)C1=CC=CC=C1 (triphenyl phosphine), N(=NC(=O)OC(C)(C)C)C(=O)OC(C)(C)C (Di-tert-butyl azodicarboxylate), FCCO (2-fluoroethanol). The solvent is C1CCOC1 (THF), C1(=CC=CC=C1)C (Toluene). Conditions: temperature 120 celsius. Product: FC1=C(C=C(C=C1)OCCF)C1=CC(=NC=C1)C1NC2(CC1)C(N(CC2)C)=O (2-[4-[2-fluoro-5-(2-fluoroethoxyl)phenyl]-2-pyridyl]-7-methyl-1,7-diazaspiro[4.4]nonan-6-one). As a reaction SMILES: [F:1][C:2]1[CH:7]=[CH:6][C:5]([OH:8])=[CH:4][C:3]=1[C:9]1[CH:14]=[CH:13][N:12]=[C:11]([C@H:15]2[CH2:19][CH2:18][C@@:17]3([CH2:23][CH2:22][N:21]([CH3:24])[C:20]3=[O:25])[NH:16]2)[CH:10]=1.C1(P(C2C=CC=CC=2)C2C=CC=CC=2)C=CC=CC=1.N(C(OC(C)(C)C)=O)=NC(OC(C)(C)C)=O.[F:61][CH2:62][CH2:63]O>C1COCC1.C1(C)C=CC=CC=1>[F:1][C:2]1[CH:7]=[CH:6][C:5]([O:8][CH2:63][CH2:62][F:61])=[CH:4][C:3]=1[C:9]1[CH:14]=[CH:13][N:12]=[C:11]([CH:15]2[CH2:19][CH2:18][C:17]3([CH2:23][CH2:22][N:21]([CH3:24])[C:20]3=[O:25])[NH:16]2)[CH:10]=1. Procedure details: To a Smith microwave vial was added (2R,5S)-2-[4-(2-fluoro-5-hydroxy-phenyl)-2-pyridyl]-7-methyl-1,7-diazaspiro[4.4]nonan-6-one (which may be prepared as described in Description 134) (66.5 mg, 0.1900 mmol), triphenyl phosphine (102.19 mg, 0.3900 mmol), Di-tert-butyl azodicarboxylate ((89.71 mg, 0.3900 mmol) and 2-fluoroethanol (0.02 mL, 0.2900 mmol) in THF (0.5000 mL). Toluene (1 mL) was added. The reaction mixture was heated by microwave at 120° C. for 45 min. The reaction mixture was eluted o...